The task is: describe an organic reaction: reactants, conditions, products, and yield. This data is from the Open Reaction Database (ORD), a public repository of structured organic reaction records. Starting materials: NC1=NC(=C2N=CN(C2=N1)[C@H]1[C@H](OC)[C@H](O)[C@H](O1)CO)N (2,6-Diamino-9-(2'-O-methyl-β-D-ribofuranosyl)purine), [C@@H]1([C@H](O)[C@H](O)[C@@H](CO)O1)N1C=NC=2C(N)=NC=NC12 (adenosine), II. Run in P(=O)([O-])([O-])[O-].[Na+].[Na+].[Na+] (sodium phosphate), CS(=O)C (DMSO). The product is CO[C@H]1[C@@H](O[C@@H]([C@H]1O)CO)N1C=NC=2C(=O)NC(N)=NC12 (2'-O-Methylguanosine). As a reaction SMILES: [NH2:1][C:2]1[N:10]=[C:9]2[C:5]([N:6]=[CH:7][N:8]2[C@@H:11]2[O:18][C@H:17]([CH2:19][OH:20])[C@@H:15]([OH:16])[C@H:12]2[O:13][CH3:14])=[C:4](N)[N:3]=1.[C@@H]1(N2C3N=CN=C(N)C=3N=C2)O[C@H](CO)[C@@H](O)[C@H]1[OH:24]>P([O-])([O-])([O-])=O.[Na+].[Na+].[Na+].CS(C)=O>[CH3:14][O:13][C@@H:12]1[C@H:15]([OH:16])[C@@H:17]([CH2:19][OH:20])[O:18][C@H:11]1[N:8]1[C:9]2[N:10]=[C:2]([NH2:1])[NH:3][C:4](=[O:24])[C:5]=2[N:6]=[CH:7]1 |f:2.3.4.5|. Procedure: 2,6-Diamino-9-(2'-O-methyl-β-D-ribofuranosyl)purine (9.5 g) in 0.1M sodium phosphate buffer (200 ml, pH 7.4) and DMSO (25 ml) was treated with adenosine deaminase (Type II Sigma) at RT for 4 days. The resulting suspension was cooled and filtered and the resulting filter cake washed with H2O and dried to a white solid (4.0 g). The solid was recrystallized from hot H2O to yield 2.9 g of product. m.p. 236°-238° C. 1H NMR (DMSO-d6) δ 3.3 (s, 3, OCH3), 3.53 and 3.6 (ABX, 2, H-5'), 3.87 (m, 1, H-4'), ...